From a dataset of the Open Reaction Database (ORD), a public repository of structured organic reaction records. describe an organic reaction: reactants, conditions, products, and yield The reactants are CC(c1c(Cl)ccc(F)c1Cl)c1c[nH]c2ncc(-c3cnn(C4CCNCC4)c3)cc12, NS(N)(=O)=O, C1COCCO1. Yields the product CC(c1c(Cl)ccc(F)c1Cl)c1c[nH]c2ncc(-c3cnn(C4CCN(S(N)(=O)=O)CC4)c3)cc12. Reaction SMILES: [Cl:1][c:2]1[c:3]([CH:10]([CH3:11])[c:12]2[cH:13][nH:14][c:15]3[n:16][cH:17][c:18](-[c:21]4[cH:22][n:23][n:24]([CH:26]5[CH2:27][CH2:28][NH:29][CH2:30][CH2:31]5)[cH:25]4)[cH:19][c:20]23)[c:4]([Cl:9])[cH:5][cH:6][c:7]1[F:8].[NH2:32][S:33]([NH2:34])(=[O:35])=[O:36].[O:37]1[CH2:38][CH2:39][O:40][CH2:41][CH2:42]1>>[Cl:1][c:2]1[c:3]([CH:10]([CH3:11])[c:12]2[cH:13][nH:14][c:15]3[n:16][cH:17][c:18](-[c:21]4[cH:22][n:23][n:24]([CH:26]5[CH2:27][CH2:28][N:29]([S:33]([NH2:32])(=[O:35])=[O:36])[CH2:30][CH2:31]5)[cH:25]4)[cH:19][c:20]23)[c:4]([Cl:9])[cH:5][cH:6][c:7]1[F:8]. Reactants: O=C(NC1CONC1=O)OCc1ccccc1, C(=NC1CCCCC1)=NC1CCCCC1, ClCCl, O=C([O-])CCC(=O)C(=O)OCc1ccc([N+](=O)[O-])cc1, On1nnc2ccccc21. Product: O=C1CCC(C(=O)OCc2ccc([N+](=O)[O-])cc2)(N2OCC(NC(=O)OCc3ccccc3)C2=O)O1. RXN SMILES: [CH2:46]([c:47]1[cH:48][cH:49][cH:50][cH:51][cH:52]1)[O:53][C:54](=[O:55])[NH:56][CH:57]1[C:58](=[O:62])[NH:59][O:60][CH2:61]1.[CH:31]1([N:32]=[C:33]=[N:34][CH:35]2[CH2:36][CH2:37][CH2:38][CH2:39][CH2:40]2)[CH2:41][CH2:42][CH2:43][CH2:44][CH2:45]1.[Cl:63][CH2:64][Cl:65].[O:1]=[C:2]([C:3](=[O:4])[O:5][CH2:6][c:7]1[cH:8][cH:9][c:10]([N+:13](=[O:14])[O-:15])[cH:11][cH:12]1)[CH2:16][CH2:17][C:18](=[O:19])[O-:20].[OH:21][n:22]1[c:23]2[cH:24][cH:25][cH:26][cH:27][c:28]2[n:29][n:30]1>>[C:2]1([C:3](=[O:4])[O:5][CH2:6][c:7]2[cH:8][cH:9][c:10]([N+:13](=[O:14])[O-:15])[cH:11][cH:12]2)([N:59]2[C:58](=[O:62])[CH:57]([NH:56][C:54]([O:53][CH2:46][c:47]3[cH:48][cH:49][cH:50][cH:51][cH:52]3)=[O:55])[CH2:61][O:60]2)[CH2:16][CH2:17][C:18](=[O:19])[O:20]1. Starting materials: O=C1CCC(=O)N1Br, COc1ccccc1C(=O)O, CC#N. Yields the product COc1ccc(Br)cc1C(=O)O. As a reaction SMILES: [Br:12][N:13]1[C:14](=[O:15])[CH2:16][CH2:17][C:18]1=[O:19].[CH3:1][O:2][c:3]1[cH:4][cH:5][cH:6][cH:7][c:8]1[C:9]([OH:10])=[O:11].[CH3:20][C:21]#[N:22]>>[CH3:1][O:2][c:3]1[cH:4][cH:5][c:6]([Br:12])[cH:7][c:8]1[C:9]([OH:10])=[O:11]. The reactants are COC(=O)c1nc(C#N)c(-c2ccccn2)c2cc(OC)ccc12, CCO, Cl, [Na+], [OH-], O. The product is COc1ccc2c(C(=O)O)nc(C#N)c(-c3ccccn3)c2c1. RXN SMILES: [C:1](#[N:2])[c:3]1[n:4][c:5]([C:21](=[O:22])[O:23][CH3:24])[c:6]2[cH:7][cH:8][c:9]([O:19][CH3:20])[cH:10][c:11]2[c:12]1-[c:13]1[n:14][cH:15][cH:16][cH:17][cH:18]1.[CH3:29][CH2:30][OH:31].[ClH:28].[Na+:26].[OH-:25].[OH2:27]>>[C:1](#[N:2])[c:3]1[n:4][c:5]([C:21](=[O:22])[OH:23])[c:6]2[cH:7][cH:8][c:9]([O:19][CH3:20])[cH:10][c:11]2[c:12]1-[c:13]1[n:14][cH:15][cH:16][cH:17][cH:18]1. Reactants: NC1=C(C=CC=C1)S (2-(amino)thiophenol), CSC1=C(N)C=CC=C1 (2-(methylthio)aniline). The product is C(C1=CC=CC=C1)SC1=C(N)C=CC=C1 (2-(benzylthio)aniline). As a reaction SMILES: N[C:2]1[CH:7]=[CH:6][CH:5]=[CH:4][C:3]=1S.[CH3:9][S:10][C:11]1[CH:17]=[CH:16][CH:15]=[CH:14][C:12]=1[NH2:13]>>[CH2:9]([S:10][C:11]1[CH:17]=[CH:16][CH:15]=[CH:14][C:12]=1[NH2:13])[C:2]1[CH:7]=[CH:6][CH:5]=[CH:4][CH:3]=1. Procedure details: 2-(amino)thiophenol and 2-(methylthio)aniline were purchased from Aldrich Chemical Company. Starting materials: Cl, CC(=O)Nc1ccc(Oc2ccc([N+](=O)[O-])cc2F)cc1. The product is Cl, Nc1ccc(Oc2ccc([N+](=O)[O-])cc2F)cc1. Reaction SMILES: [ClH:22].[F:1][c:2]1[c:3]([O:4][c:5]2[cH:6][cH:7][c:8]([NH:11][C:12](=[O:13])[CH3:14])[cH:9][cH:10]2)[cH:15][cH:16][c:17]([N+:19](=[O:20])[O-:21])[cH:18]1>>[ClH:22].[F:1][c:2]1[c:3]([O:4][c:5]2[cH:6][cH:7][c:8]([NH2:11])[cH:9][cH:10]2)[cH:15][cH:16][c:17]([N+:19](=[O:20])[O-:21])[cH:18]1.